Dataset: the Open Reaction Database (ORD), a public repository of structured organic reaction records. Task: describe an organic reaction: reactants, conditions, products, and yield Starting materials: CCOC(=O)CBr, [K+], [K+], O=C([O-])[O-], CN(C)C=O, O, CS(=O)(=O)NCCc1ccccc1O. Yields the product CCOC(=O)COc1ccccc1CCNS(C)(=O)=O. As a reaction SMILES: [Br:21][CH2:22][C:23](=[O:24])[O:25][CH2:26][CH3:27].[K+:15].[K+:16].[O-:17][C:18]([O-:19])=[O:20].[O:28]=[CH:29][N:30]([CH3:31])[CH3:32].[OH2:33].[OH:1][c:2]1[c:3]([CH2:8][CH2:9][NH:10][S:11](=[O:12])(=[O:13])[CH3:14])[cH:4][cH:5][cH:6][cH:7]1>>[O:1]([c:2]1[c:3]([CH2:8][CH2:9][NH:10][S:11](=[O:12])(=[O:13])[CH3:14])[cH:4][cH:5][cH:6][cH:7]1)[CH2:22][C:23](=[O:24])[O:25][CH2:26][CH3:27]. The reactants are ClC1=NC(=C2NC=NC2=N1)N (2-chloroadenine), [Na] (Sodium), C(CCC)O (butanol), [Na] (sodium). Run in O (water). Conditions: temperature 4 celsius, time 30 minute. Yields the product C(CCC)OC1=NC(=C2NC=NC2=N1)N (2-Butoxyadenine). Isolated yield 76.0%. As a reaction SMILES: [Na].[CH2:2]([OH:6])[CH2:3][CH2:4][CH3:5].Cl[C:8]1[N:16]=[C:15]2[C:11]([NH:12][CH:13]=[N:14]2)=[C:10]([NH2:17])[N:9]=1>O>[CH2:2]([O:6][C:8]1[N:16]=[C:15]2[C:11]([NH:12][CH:13]=[N:14]2)=[C:10]([NH2:17])[N:9]=1)[CH2:3][CH2:4][CH3:5] |^1:0|. Procedure: Sodium (13.6 g, 0.59 mol) was added to butanol (480 ml), the temperature of the mixture was raised to 90° C. to completely dissolve sodium therein. Subsequently, 2-chloroadenine (4.0 g, 23.6 mmol) was added, and the resultant was heated under reflux for 9 hours. After the reaction solution was cooled to 4° C., water (400 ml) was added thereto, and the resultant was vigorously stirred for 30 minutes. The separated layer of butanol was concentrated under reduced pressure, water (400 ml) was added ... The reactants are FC1=CC=C(C(=O)C(CCCl)Br)C=C1 (1-p-fluorobenzoyl-1-bromo-3-chloropropane), C(=O)([O-])[O-].[K+].[K+] (K2CO3), C1(=CC=CC2=CC=CC=C12)O (α-naphthol), [I-].[Na+] (sodium iodide). Solvent: CC(=O)C (acetone), CC(=O)C (acetone). Product: FC1=CC=C(C(=O)C(CCCl)OC2=CC=CC3=CC=CC=C23)C=C1 (1-p-Fluorobenzoyl-1-(alpha-naphthoxy)-3-chloropropane). Reaction SMILES: [F:1][C:2]1[CH:14]=[CH:13][C:5]([C:6]([CH:8](Br)[CH2:9][CH2:10][Cl:11])=[O:7])=[CH:4][CH:3]=1.[C:15]1([OH:25])[C:24]2[C:19](=[CH:20][CH:21]=[CH:22][CH:23]=2)[CH:18]=[CH:17][CH:16]=1.[I-].[Na+].C([O-])([O-])=O.[K+].[K+]>CC(C)=O>[F:1][C:2]1[CH:14]=[CH:13][C:5]([C:6]([CH:8]([O:25][C:15]2[C:24]3[C:19](=[CH:20][CH:21]=[CH:22][CH:23]=3)[CH:18]=[CH:17][CH:16]=2)[CH2:9][CH2:10][Cl:11])=[O:7])=[CH:4][CH:3]=1 |f:2.3,4.5.6|. Reported procedure: The 1-p-Fluorobenzoyl-1-(alpha-naphthoxy)-3-chloropropane is prepared as follows. A solution of 20 g. of 1-p-fluorobenzoyl-1-bromo-3-chloropropane in 60 cc. anhydrous acetone is added slowly over half an hour while stirring to a suspension of 10.4 g. of α-naphthol, 0.72 g. of sodium iodide and 16.8 g. of K2CO3 in 300 cc. anhydrous acetone. When the addition is complete, the mixture is refluxed for 10 hours and then cooled. The solid therein is filtered off and the solvent is removed from the fil... Reactants: BrBr (bromine), C[Si](C)(C)[N-][Si](C)(C)C.[Li+] (lithium bis(trimethylsilyl)amide), BrBr (bromine), C(C)(=O)C1=NN(C(C2=C1N1C(=C2OCC2=CC=CC=C2)C(N(CC1)C)=O)=O)CC1=CC(=C(C=C1)F)Cl (4-acetyl-10-(benzyloxy)-2-(3-chloro-4-fluorobenzyl)-8-methyl-7,8-dihydropyrazino[1′,2′:1,5]pyrrolo[2,3-d]pyridazine-1,9(2H,6H)-dione), C[Si](C)(C)[N-][Si](C)(C)C.[Li+] (lithium bis(trimethylsilyl)amide), [Br-] (bromide). Solvent: C1CCOC1 (THF), C1CCOC1 (THF), C1CCOC1 (THF). Reaction conditions: time 15 minute. Product: BrCC(=O)C1=NN(C(C2=C1N1C(=C2OCC2=CC=CC=C2)C(N(CC1)C)=O)=O)CC1=CC(=C(C=C1)F)Cl (4-Bromoacetyl-10-(benzyloxy)-2-(3-chloro-4-fluorobenzyl)-8-methyl-7,8-dihydropyrazino[1′,2′:1,5]pyrrolo[2,3-d]pyridazine-1,9(2H,6H)-dione). RXN SMILES: [C:1]([C:4]1[C:9]2[N:10]3[CH2:24][CH2:23][N:22]([CH3:25])[C:21](=[O:26])[C:11]3=[C:12]([O:13][CH2:14][C:15]3[CH:20]=[CH:19][CH:18]=[CH:17][CH:16]=3)[C:8]=2[C:7](=[O:27])[N:6]([CH2:28][C:29]2[CH:34]=[CH:33][C:32]([F:35])=[C:31]([Cl:36])[CH:30]=2)[N:5]=1)(=[O:3])[CH3:2].C[Si]([N-][Si](C)(C)C)(C)C.[Li+].[Br:47]Br.[Br-]>C1COCC1>[Br:47][CH2:2][C:1]([C:4]1[C:9]2[N:10]3[CH2:24][CH2:23][N:22]([CH3:25])[C:21](=[O:26])[C:11]3=[C:12]([O:13][CH2:14][C:15]3[CH:20]=[CH:19][CH:18]=[CH:17][CH:16]=3)[C:8]=2[C:7](=[O:27])[N:6]([CH2:28][C:29]2[CH:34]=[CH:33][C:32]([F:35])=[C:31]([Cl:36])[CH:30]=2)[N:5]=1)=[O:3] |f:1.2|. Reported procedure: To a cold (0° C.) solution of 4-acetyl-10-(benzyloxy)-2-(3-chloro-4-fluorobenzyl)-8-methyl-7,8-dihydropyrazino[1′,2′:1,5]pyrrolo[2,3-d]pyridazine-1,9(2H,6H)-dione (0.50 g, 0.98 mmol) in anhydrous THF (20 mL) under an atmosphere of nitrogen, a solution of lithium bis(trimethylsilyl)amide (1.08 mL, 1.08 mmol) in THF was added. After stirring at the same temperature for 15 minutes, bromine (0.24 g, 1.47 mmol) was added and the reaction was stirred at room temperature. The reaction was monitored by ... The reactants are CNCC(=O)O, CS(N)(=O)=O, CN(C)C=O, CCOC(C)=O, CCOCC, CO, [Cu]I, O=c1c(C2=NS(=O)(=O)c3cc(I)ccc3N2)c(O)c2cccn2n1Cc1ccc(F)cc1, [K+], [K+], [K+], O=P([O-])([O-])[O-]. Yields the product CS(=O)(=O)Nc1ccc2c(c1)S(=O)(=O)N=C(c1c(O)c3cccn3n(Cc3ccc(F)cc3)c1=O)N2. RXN SMILES: [CH3:41][NH:42][CH2:43][C:44](=[O:45])[OH:46].[CH3:47][S:48](=[O:49])(=[O:50])[NH2:51].[CH3:52][N:53]([CH3:54])[CH:55]=[O:56].[CH3:57][CH2:58][O:59][C:60](=[O:61])[CH3:62].[CH3:65][CH2:66][O:67][CH2:68][CH3:69].[CH3:70][OH:71].[Cu:63][I:64].[F:1][c:2]1[cH:3][cH:4][c:5]([CH2:6][n:7]2[n:8]3[c:9]([c:10]([OH:27])[c:11]([C:14]4=[N:15][S:16](=[O:25])(=[O:26])[c:17]5[c:18]([cH:20][cH:21][c:22]([I:24])[cH:23]5)[NH:19]4)[c:12]2=[O:13])[cH:28][cH:29][cH:30]3)[cH:31][cH:32]1.[K+:38].[K+:39].[K+:40].[P:33]([O-:34])([O-:35])([O-:36])=[O:37]>>[F:1][c:2]1[cH:3][cH:4][c:5]([CH2:6][n:7]2[n:8]3[c:9]([c:10]([OH:27])[c:11]([C:14]4=[N:15][S:16](=[O:25])(=[O:26])[c:17]5[c:18]([cH:20][cH:21][c:22]([NH:51][S:48]([CH3:47])(=[O:49])=[O:50])[cH:23]5)[NH:19]4)[c:12]2=[O:13])[cH:28][cH:29][cH:30]3)[cH:31][cH:32]1.